Dataset: the Open Reaction Database (ORD), a public repository of structured organic reaction records. Task: describe an organic reaction: reactants, conditions, products, and yield The reactants are COC1=CC=C(OCC#CCCC(N2C(C=3C(C2=O)=CC=CC3)=O)N)C=C1 (6-(4-methoxyphenoxy)-1-phthalimido-4-hexynylamine), C(C)N(C1=CC=CC=C1)CC (N,N-diethylaniline), Cl (hydrochloric acid). The solvent is CN1C(CCC1)=O (N-methylpyrrolidinone). Yields the product C1(C=2C(C(N1CCCC1=CCOC3=C1C=C(C=C3)OC)=O)=CC=CC2)=O (4-(3-phthalimidopropyl)-6-methoxy-2H-[1]-benzopyran). As a reaction SMILES: [CH3:1][O:2][C:3]1[CH:27]=[CH:26][C:6]([O:7][CH2:8][C:9]#[C:10][CH2:11][CH2:12][CH:13](N)[N:14]2[C:18](=[O:19])[C:17]3=[CH:20][CH:21]=[CH:22][CH:23]=[C:16]3[C:15]2=[O:24])=[CH:5][CH:4]=1.C(N(CC)C1C=CC=CC=1)C.Cl>CN1CCCC1=O>[C:18]1(=[O:19])[N:14]([CH2:13][CH2:12][CH2:11][C:10]2[C:5]3[CH:4]=[C:3]([O:2][CH3:1])[CH:27]=[CH:26][C:6]=3[O:7][CH2:8][CH:9]=2)[C:15](=[O:24])[C:16]2=[CH:23][CH:22]=[CH:21][CH:20]=[C:17]12. Procedure details: A mixture of 40 g of 6-(4-methoxyphenoxy)-1-phthalimido-4-hexynylamine and 8.5 g of N,N-diethylaniline in 400 ml of N-methylpyrrolidinone is heated at 210° for 30 hours. After pouring onto water containing 57 ml of 1N hydrochloric acid the product is extracted with ether, dried, and the solvent is removed in vacuo. The residue is crystallized from isopropanol to afford 4-(3-phthalimidopropyl)-6-methoxy-2H-[1]-benzopyran, m.p. 78°-80°.